From a dataset of the Open Reaction Database (ORD), a public repository of structured organic reaction records. describe an organic reaction: reactants, conditions, products, and yield Starting materials: C(#N)C1=CC=C(OCCCCCOC2=CC(=C(C(=O)N(C(C)C)C(C)C)C=C2)O)C=C1 (4-[5-(4-cyanophenoxy)pentyloxy]-2-hydroxy-N,N-bis(1-methylethyl)benzamide), [H-].[Na+] (sodium hydride), BrCC(=O)OCC (ethyl bromoacetate). Solvent: CN(C=O)C (N,N-dimethylformamide). Run at temperature 70 celsius. Product: C(#N)C1=CC=C(OCCCCCOC=2C=CC(=C(OCC(=O)OCC)C2)C(=O)N(C(C)C)C(C)C)C=C1 (ethyl 5-[5-(4-cyanophenoxy )pentyloxy]-2-[N,N-bis(1-methylethyl)aminocarbonyl]phenoxyacetate). RXN SMILES: [C:1]([C:3]1[CH:31]=[CH:30][C:6]([O:7][CH2:8][CH2:9][CH2:10][CH2:11][CH2:12][O:13][C:14]2[CH:28]=[CH:27][C:17]([C:18]([N:20]([CH:24]([CH3:26])[CH3:25])[CH:21]([CH3:23])[CH3:22])=[O:19])=[C:16]([OH:29])[CH:15]=2)=[CH:5][CH:4]=1)#[N:2].[H-].[Na+].Br[CH2:35][C:36]([O:38][CH2:39][CH3:40])=[O:37]>CN(C)C=O>[C:1]([C:3]1[CH:4]=[CH:5][C:6]([O:7][CH2:8][CH2:9][CH2:10][CH2:11][CH2:12][O:13][C:14]2[CH:28]=[CH:27][C:17]([C:18]([N:20]([CH:24]([CH3:25])[CH3:26])[CH:21]([CH3:23])[CH3:22])=[O:19])=[C:16]([CH:15]=2)[O:29][CH2:35][C:36]([O:38][CH2:39][CH3:40])=[O:37])=[CH:30][CH:31]=1)#[N:2] |f:1.2|. Procedure details: A stirred solution of 4-[5-(4-cyanophenoxy)pentyloxy]-2-hydroxy-N,N-bis(1-methylethyl)benzamide (1.0 g, 2.36 mmol) in 10.0 mL of N,N-dimethylformamide is treated with 60% sodium hydride (100 mg, 2.59 mmol) and ethyl bromoacetate (290 μL, 2.59 mmol), and the mixture is heated at 70° C. overnight; the reaction is partitioned between ethyl acetate and water, dried over sodium sulfate and concentrated in vacuo to afford a yellow foam. This material is purified by chromatography on silica gel (30 g) ... Reactants: OCCCCCOC=1C=C(C=CC1)C=1SC=C(N1)C(=O)OC (Methyl 2-(3-(5-hydroxypentyloxy)phenyl)thiazole-4-carboxylate), ClC(Cl)(OC(OC(Cl)(Cl)Cl)=O)Cl (triphosgene), CCN(C(C)C)C(C)C (DIEA). Solvent: C(C)(=O)OCC (ethyl acetate), C(C)(=O)OCC (ethyl acetate). Conditions: time 30 minute. Product: ClC(=O)OCCCCCOC=1C=C(C=CC1)C=1SC=C(N1)C(=O)OC (Methyl 2-(3-(5-(chlorocarbonyloxy)pentyloxy)phenyl)thiazole-4-carboxylate). As a reaction SMILES: [OH:1][CH2:2][CH2:3][CH2:4][CH2:5][CH2:6][O:7][C:8]1[CH:9]=[C:10]([C:14]2[S:15][CH:16]=[C:17]([C:19]([O:21][CH3:22])=[O:20])[N:18]=2)[CH:11]=[CH:12][CH:13]=1.[Cl:23][C:24](Cl)([O:26]C(=O)OC(Cl)(Cl)Cl)Cl.CCN(C(C)C)C(C)C>C(OCC)(=O)C>[Cl:23][C:24]([O:1][CH2:2][CH2:3][CH2:4][CH2:5][CH2:6][O:7][C:8]1[CH:9]=[C:10]([C:14]2[S:15][CH:16]=[C:17]([C:19]([O:21][CH3:22])=[O:20])[N:18]=2)[CH:11]=[CH:12][CH:13]=1)=[O:26]. Procedure details: To a solution of methyl 2-(3-(5-hydroxypentyloxy)phenyl)thiazole-4-carboxylate (26), (32 mg, 0.10 mmol, 1.0 eq.) in ethyl acetate (1 mL) was added triphosgene (14 mg, 0.047 mmol, 1.4 eq) dissolved in a minimum amount of ethyl acetate, followed immediately by DIEA (26 μL, 20 mg, 0.15 mmol, 1.5 eq). The mixture was stirred at room temperature for 30 min, the precipitated DIEA hydrochloride was filtered off, and the filtrate evaporated to dryness in vacuo. The oily residue of crude compound 27 was ... Reactants: [OH-].[Na+] (sodium hydroxide), crude acid, COC(=O)NCCCCCCCCCCC(=O)O (11-(methoxycarbonylamino) undecanoic acid), C(C)(=O)O (acetic acid). Reagents/catalysts: [Au] (gold). The solvent is O (water), O (water), C(C)O (ethanol). Yields the product NCCCCCCCCCCC(=O)O (11-aminoundecanoic acid). Yield: 33.1%. RXN SMILES: COC([NH:5][CH2:6][CH2:7][CH2:8][CH2:9][CH2:10][CH2:11][CH2:12][CH2:13][CH2:14][CH2:15][C:16]([OH:18])=[O:17])=O.[OH-].[Na+].C(O)(=O)C>C(O)C.O.[Au]>[NH2:5][CH2:6][CH2:7][CH2:8][CH2:9][CH2:10][CH2:11][CH2:12][CH2:13][CH2:14][CH2:15][C:16]([OH:18])=[O:17] |f:1.2|. Reported procedure: 1.0 g (3.9×10-3 mol) of 11-(methoxycarbonylamino) undecanoic acid, is dissolved in 20 mL ethanol and added to 2.0 g (5.0×10-2 mol) sodium hydroxide in 2 mL water. The mixture is refluxed for 17 hours, and the resulting gold-colored solution is cooled and neutralized with acetic acid to a pH of 7. The neutralized solution is filtered to remove any salt and the filtrate is stripped to yield crude amino acid. The crude acid is dissolved in 50 mL of water, cooled in ice and filtered to yield 0.41 g ... The reactants are C(C)NCC (diethylamine), ClSSC1=CC=C(C=C1)SSCl (1,4-bis(chlorodisulphanyl)benzene). Run in ClCCCl (1,2-dichloroethane), ClCCCl (1,2-dichloroethane). Yields the product C(C)N(CC)SSC1=CC=C(C=C1)SSN(CC)CC (1,4-bis(diethylaminodisulphanyl)benzene). RXN SMILES: [CH2:1]([NH:3][CH2:4][CH3:5])[CH3:2].Cl[S:7][S:8][C:9]1[CH:14]=[CH:13][C:12]([S:15][S:16]Cl)=[CH:11][CH:10]=1>ClCCCl>[CH2:1]([N:3]([S:7][S:8][C:9]1[CH:14]=[CH:13][C:12]([S:15][S:16][N:3]([CH2:4][CH3:5])[CH2:1][CH3:2])=[CH:11][CH:10]=1)[CH2:4][CH3:5])[CH3:2]. Procedure details: 25.0 ml (190 mmol) of diethylamine are used as initial charge in 150 ml of 1,2-dichloroethane in an inertized three-necked flask with dropping funnel, reflux condenser with hose coupling at its upper end, a tap with hose coupling and a Teflon stirrer bar, in a countercurrent of argon. 10.6 g (38.6 mmol) of 1,4-bis(chlorodisulphanyl)benzene in 50 ml of 1,2-dichloroethane are then slowly added dropwise, with stirring. The reaction mixture is stirred at room temperature for 4 hours. The resultant s...